Dataset: the Open Reaction Database (ORD), a public repository of structured organic reaction records. Task: describe an organic reaction: reactants, conditions, products, and yield The reactants are NC=1N=C(N(C1C(=O)OCC)C)SC (Ethyl 4-amino-1-methyl-2-(methylthio)imidazole-5-carboxylate). Reagents/catalysts: [Ni] (Raney nickel), [Ni] (Raney nickel), [Ni] (Raney nickel). Run in C(C)O (ethanol). Conditions: time 3 hour. The product is NC=1N=CN(C1C(=O)OCC)C (Ethyl 4-amino-1-methylimidazole-5-carboxylate). The yield is 59.9%. Reaction SMILES: [NH2:1][C:2]1[N:3]=[C:4](SC)[N:5]([CH3:12])[C:6]=1[C:7]([O:9][CH2:10][CH3:11])=[O:8]>[Ni].C(O)C>[NH2:1][C:2]1[N:3]=[CH:4][N:5]([CH3:12])[C:6]=1[C:7]([O:9][CH2:10][CH3:11])=[O:8]. Reported procedure: Ethyl 4-amino-1-methyl-2-(methylthio)imidazole-5-carboxylate (1.52 g, 7.11 mmol) and W-2 Raney nickel (3 g, 50% in water) in ethanol (25 mL) were heated at reflux for 12 hours. Additional Raney nickel (ca 1.5 g, 50% in water) was added and heating was continued for an additional 3 hours adding Raney nickel (ca 1.5 g, 50% in water) every hour. The reaction was filtered and the filtrate evaporated under reduced pressure. Chromatography of the residue on silica gel eluting with 1.5% methanol in chl... The reactants are CC(=O)O[BH-](OC(C)=O)OC(C)=O, CS(=O)(=O)Nc1ccc(Oc2ccc(C=O)cc2)cc1, CN(C)C=O, ClCCNCCCl, [Na+], O. Product: CS(=O)(=O)Nc1ccc(Oc2ccc(CN(CCCl)CCCl)cc2)cc1. RXN SMILES: [C:28]([O:29][BH-:30]([O:31][C:32](=[O:33])[CH3:34])[O:35][C:36](=[O:37])[CH3:38])(=[O:39])[CH3:40].[CH3:1][S:2](=[O:3])(=[O:4])[NH:5][c:6]1[cH:7][cH:8][c:9]([O:10][c:11]2[cH:12][cH:13][c:14]([CH:15]=[O:16])[cH:17][cH:18]2)[cH:19][cH:20]1.[CH3:43][N:44]([CH3:45])[CH:46]=[O:47].[Cl:21][CH2:22][CH2:23][NH:24][CH2:25][CH2:26][Cl:27].[Na+:41].[OH2:42]>>[CH3:1][S:2](=[O:3])(=[O:4])[NH:5][c:6]1[cH:7][cH:8][c:9]([O:10][c:11]2[cH:12][cH:13][c:14]([CH2:15][N:24]([CH2:23][CH2:22][Cl:21])[CH2:25][CH2:26][Cl:27])[cH:17][cH:18]2)[cH:19][cH:20]1. RXN SMILES: [C:28]1([CH:36]=[O:37])=[CH:29][CH2:30][CH2:31][CH2:32][CH2:33][CH2:34][CH2:35]1.[C:38]([O:39][BH-:40]([O:41][C:42](=[O:43])[CH3:44])[O:45][C:46](=[O:47])[CH3:48])(=[O:49])[CH3:50].[Cl:54][CH2:55][CH2:56][Cl:57].[NH:1]1[CH2:2][CH2:3][CH:4]([NH:7][C:8](=[O:9])[C:10]2=[CH:16][c:15]3[c:14]([cH:20][cH:19][c:18](-[c:21]4[cH:22][cH:23][c:24]([CH3:27])[cH:25][cH:26]4)[cH:17]3)[O:13][CH2:12][CH2:11]2)[CH2:5][CH2:6]1.[Na+:51].[Na+:53].[OH-:52]>>[N:1]1([CH2:36][C:28]2=[CH:29][CH2:30][CH2:31][CH2:32][CH2:33][CH2:34][CH2:35]2)[CH2:2][CH2:3][CH:4]([NH:7][C:8](=[O:9])[C:10]2=[CH:16][c:15]3[c:14]([cH:20][cH:19][c:18](-[c:21]4[cH:22][cH:23][c:24]([CH3:27])[cH:25][cH:26]4)[cH:17]3)[O:13][CH2:12][CH2:11]2)[CH2:5][CH2:6]1. The reactants are O=CC1=CCCCCCC1, CC(=O)O[BH-](OC(C)=O)OC(C)=O, ClCCCl, Cc1ccc(-c2ccc3c(c2)C=C(C(=O)NC2CCNCC2)CCO3)cc1, [Na+], [Na+], [OH-]. The product is Cc1ccc(-c2ccc3c(c2)C=C(C(=O)NC2CCN(CC4=CCCCCCC4)CC2)CCO3)cc1. The reactants are COC(=O)C1(F)C2C(=O)CC(O[Si](C)(C)C(C)(C)C)C21, Cl. Product: COC(=O)C1(F)C2C(=O)CC(O)C21. Reaction SMILES: [CH3:1][O:2][C:3](=[O:4])[C:5]1([F:20])[CH:6]2[C:7](=[O:19])[CH2:8][CH:9]([O:11][Si:12]([C:13]([CH3:14])([CH3:15])[CH3:16])([CH3:17])[CH3:18])[CH:10]12.[ClH:21]>>[CH3:1][O:2][C:3](=[O:4])[C:5]1([F:20])[CH:6]2[C:7](=[O:19])[CH2:8][CH:9]([OH:11])[CH:10]12. The reactants are C(=O)(C(F)(F)F)O (TFA), S1C(=NC2=C1C=CC=C2)NC(=O)C=2C=CC=C1CCN(CC21)C=2SC(=C(N2)C(=O)O)CCCOC2=CC=C(C=C2)C2=CSC=C2C#N (2-[8-(Benzothiazol-2-ylcarbamoyl)-3,4-dihydro-1H-isoquinolin-2-yl]-5-{3-[4-(4-cyano-thiophen-3-yl)-phenoxy]-propyl}-thiazole-4-carboxylic acid), N1=C(N=CC=C1)C1=CC=C(C=C1)O (4-(pyrimidin-2-yl)phenol). The product is S1C(=NC2=C1C=CC=C2)NC(=O)C=2C=CC=C1CCN(CC21)C=2SC(=C(N2)C(=O)O)CCCOC2=CC=C(C=C2)C2=NC=CC=N2 (2-[8-(Benzothiazol-2-ylcarbamoyl)-3,4-dihydro-1H-isoquinolin-2-yl]-5-[3-(4-pyrimidin-2-yl-phenoxy)-propyl]-thiazole-4-carboxylic acid). RXN SMILES: C(O)(C(F)(F)F)=O.[S:8]1[C:12]2[CH:13]=[CH:14][CH:15]=[CH:16][C:11]=2[N:10]=[C:9]1[NH:17][C:18]([C:20]1[CH:21]=[CH:22][CH:23]=[C:24]2[C:29]=1[CH2:28][N:27]([C:30]1[S:31][C:32]([CH2:38][CH2:39][CH2:40][O:41][C:42]3[CH:47]=[CH:46][C:45]([C:48]4C(C#N)=CSC=4)=[CH:44][CH:43]=3)=[C:33]([C:35]([OH:37])=[O:36])[N:34]=1)[CH2:26][CH2:25]2)=[O:19].[N:55]1[CH:60]=[CH:59][CH:58]=[N:57]C=1C1C=CC(O)=CC=1>>[S:8]1[C:12]2[CH:13]=[CH:14][CH:15]=[CH:16][C:11]=2[N:10]=[C:9]1[NH:17][C:18]([C:20]1[CH:21]=[CH:22][CH:23]=[C:24]2[C:29]=1[CH2:28][N:27]([C:30]1[S:31][C:32]([CH2:38][CH2:39][CH2:40][O:41][C:42]3[CH:43]=[CH:44][C:45]([C:48]4[N:57]=[CH:58][CH:59]=[CH:60][N:55]=4)=[CH:46][CH:47]=3)=[C:33]([C:35]([OH:37])=[O:36])[N:34]=1)[CH2:26][CH2:25]2)=[O:19]. Procedure: The title compound 81 was prepared as a TFA salt in a similar manner to the synthesis of compound 51 by substituting compound 51A with compound 81A: 1H NMR (DMSO-d6): δ 8.83 (d, J=4.88 Hz, 2H), 8.32 (d, J=8.85 Hz, 2H), 8.03 (d, J=4.88 Hz, 1H), 7.79 (d, J=8.85 Hz, 1H), 7.67 (d, J=7.63 Hz, 1H), 7.34-7.49 (m, 5H), 7.04 (d, J=8.85 Hz, 2H), 4.84 (s, 2H), 4.07 (t, J=6.26 Hz, 2H), 3.72 (t, J=5.95 Hz, 2H), 3.18-3.12 (m, 2H), 3.03 (t, J=5.64 Hz, 2H), 2.01-2.07 (m, 2H). ESI (+)/MS: 649 (M+H)+. Product: CCc1ccc(OCC(O)CN2CCC3(CC2)CSC2=C(O3)c3ccccc3C(=O)C2=O)cc1. As a reaction SMILES: [CH2:22]([CH3:23])[c:24]1[cH:25][cH:26][c:27]([O:28][CH2:29][CH:30]2[O:31][CH2:32]2)[cH:33][cH:34]1.[NH:1]1[CH2:2][CH2:3][C:4]2([CH2:5][S:6][C:7]3=[C:8]([O:9]2)[c:10]2[cH:11][cH:12][cH:13][cH:14][c:15]2[C:16](=[O:19])[C:17]3=[O:18])[CH2:20][CH2:21]1>>[N:1]1([CH2:32][CH:30]([CH2:29][O:28][c:27]2[cH:26][cH:25][c:24]([CH2:22][CH3:23])[cH:34][cH:33]2)[OH:31])[CH2:2][CH2:3][C:4]2([CH2:5][S:6][C:7]3=[C:8]([O:9]2)[c:10]2[cH:11][cH:12][cH:13][cH:14][c:15]2[C:16](=[O:19])[C:17]3=[O:18])[CH2:20][CH2:21]1. The reactants are CCc1ccc(OCC2CO2)cc1, O=C1C(=O)c2ccccc2C2=C1SCC1(CCNCC1)O2. Starting materials: C(C)(C)(C)OC(=O)NCCC1(C(CCC1)C(=O)OCC1=CC=CC=C1)O (benzyl 2-(2-(tert-butoxycarbonylamino)ethyl)-2-hydroxycyclopentanecarboxylate). The reagents and catalysts are [Pd] (palladium). Solvent: CO (MeOH). Run at time 30 minute. The product is C(C)(C)(C)OC(=O)NCCC1(C(CCC1)C(=O)O)O (2-(2-(tert-butoxycarbonylamino)ethyl)-2-hydroxycyclopentanecarboxylic acid). Yield: 94.8%. Reaction SMILES: [C:1]([O:5][C:6]([NH:8][CH2:9][CH2:10][C:11]1([OH:26])[CH2:15][CH2:14][CH2:13][CH:12]1[C:16]([O:18]CC1C=CC=CC=1)=[O:17])=[O:7])([CH3:4])([CH3:3])[CH3:2]>CO.[Pd]>[C:1]([O:5][C:6]([NH:8][CH2:9][CH2:10][C:11]1([OH:26])[CH2:15][CH2:14][CH2:13][CH:12]1[C:16]([OH:18])=[O:17])=[O:7])([CH3:4])([CH3:2])[CH3:3]. Procedure: To a solution of benzyl 2-(2-(t-butoxycarbonylamino)ethyl)-2-hydroxycyclopentanecarboxylate (from step D, 70 mg, 0.193 mmol) in MeOH (3 mL) was added palladium (10% wt Pd/C, 20.50 mg, 0.019 mmol). The resulting mixture was stirred under a hydrogen balloon for 30 min. The reaction mixture was filtered. The filtrate was concentrated under reduced pressure to yield 2-(2-(tert-butoxycarbonylamino)ethyl)-2-hydroxycyclopentanecarboxylic acid (50 mg, 0.183 mmol, 95% yield) as an oil. MS=273 (M+H)+ Yields the product Cc1cc(OCc2ccc(F)cc2OCC(=O)O)c(Br)c(=O)n1-c1c(F)cccc1F. RXN SMILES: [CH2:1]([CH3:2])[CH:3]([C:4](=[O:5])[O-:6])[O:7][c:8]1[c:9]([CH2:15][O:16][c:17]2[c:18]([Br:33])[c:19](=[O:32])[n:20](-[c:24]3[c:25]([F:31])[cH:26][cH:27][cH:28][c:29]3[F:30])[c:21]([CH3:23])[cH:22]2)[cH:10][cH:11][c:12]([F:14])[cH:13]1.[CH2:39]1[O:40][CH2:41][CH2:42][CH2:43]1.[CH3:36][OH:37].[Na+:35].[OH-:34].[OH2:38]>>[CH2:3]([C:4](=[O:5])[OH:6])[O:7][c:8]1[c:9]([CH2:15][O:16][c:17]2[c:18]([Br:33])[c:19](=[O:32])[n:20](-[c:24]3[c:25]([F:31])[cH:26][cH:27][cH:28][c:29]3[F:30])[c:21]([CH3:23])[cH:22]2)[cH:10][cH:11][c:12]([F:14])[cH:13]1. The reactants are CCC(Oc1cc(F)ccc1COc1cc(C)n(-c2c(F)cccc2F)c(=O)c1Br)C(=O)[O-], C1CCOC1, CO, [Na+], [OH-], O. The reactants are C(C)OC(=O)C1=C(C2=C(C=N1)C=C(S2)C2=CC(=CC=C2)C(F)(F)F)O (7-hydroxy-2-(3-trifluoromethyl-phenyl)-thieno[3,2-c]pyridine-6-carboxylic acid ethyl ester), BrN1C(CCC1=O)=O (N-bromosuccinimide), C(C1=CC=CC=C1)(=O)OOC(C1=CC=CC=C1)=O (benzoyl peroxide). Run in C(Cl)(Cl)(Cl)Cl (carbon tetrachloride). Product: C(C)OC(=O)C1=C(C2=C(C(=N1)Br)C=C(S2)C2=CC(=CC=C2)C(F)(F)F)O (4-Bromo-7-hydroxy-2-(3-trifluoromethyl-phenyl)-thieno[3,2-c]pyridine-6-carboxylic acid ethyl ester). The yield is 88.2%. Reaction SMILES: [CH2:1]([O:3][C:4]([C:6]1[N:11]=[CH:10][C:9]2[CH:12]=[C:13]([C:15]3[CH:20]=[CH:19][CH:18]=[C:17]([C:21]([F:24])([F:23])[F:22])[CH:16]=3)[S:14][C:8]=2[C:7]=1[OH:25])=[O:5])[CH3:2].[Br:26]N1C(=O)CCC1=O.C(OOC(=O)C1C=CC=CC=1)(=O)C1C=CC=CC=1>C(Cl)(Cl)(Cl)Cl>[CH2:1]([O:3][C:4]([C:6]1[N:11]=[C:10]([Br:26])[C:9]2[CH:12]=[C:13]([C:15]3[CH:20]=[CH:19][CH:18]=[C:17]([C:21]([F:23])([F:24])[F:22])[CH:16]=3)[S:14][C:8]=2[C:7]=1[OH:25])=[O:5])[CH3:2]. Procedure: A suspension of 7-hydroxy-2-(3-trifluoromethyl-phenyl)-thieno[3,2-c]pyridine-6-carboxylic acid ethyl ester (example 24.b, 120 mg, 0.32 mmol), N-bromosuccinimide (60 mg, 0.34 mmol), and benzoyl peroxide (7.3 mg, 0.03 mmol) in 0.8 mL of carbon tetrachloride was heated at reflux temperature for 5 hours. The reaction mixture was cooled and chromatographed on silica gel, eluting the desired product with 30% ethyl acetate in hexanes to provide 126 mg of a white solid: MS: (+) m/z 445.9, 447.9 (M+1, 79...